From a dataset of the Open Reaction Database (ORD), a public repository of structured organic reaction records. describe an organic reaction: reactants, conditions, products, and yield The reactants are NC[C@H]1N(CCC[C@H]1C)C(=O)C1=C(C=CC(=C1)C)N1N=CC=N1 (((2S,3R)-2-(aminomethyl)-3-methylpiperidin-1-yl)(5-methyl-2-(2H-1,2,3-triazol-2-yl)phenyl)methanone), ClC1=NC=C(C#N)C=C1 (6-chloronicotinonitrile). Product: C[C@H]1[C@H](N(CCC1)C(C1=C(C=CC(=C1)C)N1N=CC=N1)=O)CNC1=NC=C(C#N)C=C1 (6-((((2S,3R)-3-Methyl-1-(5-methyl-2-(2H-1,2,3-triazol-2-yl)benzoyl)piperidin-2-yl)methyl)amino)nicotinonitrile). RXN SMILES: [NH2:1][CH2:2][C@@H:3]1[C@H:8]([CH3:9])[CH2:7][CH2:6][CH2:5][N:4]1[C:10]([C:12]1[CH:17]=[C:16]([CH3:18])[CH:15]=[CH:14][C:13]=1[N:19]1[N:23]=[CH:22][CH:21]=[N:20]1)=[O:11].Cl[C:25]1[CH:32]=[CH:31][C:28]([C:29]#[N:30])=[CH:27][N:26]=1>>[CH3:9][C@@H:8]1[CH2:7][CH2:6][CH2:5][N:4]([C:10](=[O:11])[C:12]2[CH:17]=[C:16]([CH3:18])[CH:15]=[CH:14][C:13]=2[N:19]2[N:23]=[CH:22][CH:21]=[N:20]2)[C@@H:3]1[CH2:2][NH:1][C:25]1[CH:32]=[CH:31][C:28]([C:29]#[N:30])=[CH:27][N:26]=1. Procedure: The title compound was prepared following the same general protocol as described for Example A1, using ((2S,3R)-2-(aminomethyl)-3-methylpiperidin-1-yl)(5-methyl-2-(2H-1,2,3-triazol-2-yl)phenyl)methanone and 6-chloronicotinonitrile. ESI-MS (m/z): 416 [M+1]+. The reactants are C(C)(C)(C)OC(C1=CC=C(C=C1)NC1CCNCC1)=O (4-(Piperidin-4-ylamino)benzoic Acid tert-Butyl Ester), ClC1=NC2=CC(=C(C=C2C=N1)OC)OC (2-chloro-6,7-dimethoxy-quinazoline). Solvent: C(CCCC)O (n-pentanol). Yield: 20.8%. Procedure details: 4-(Piperidin-4-ylamino)benzoic acid tert-butyl ester (49) (0.15 g, 0.54 mmol), was added to a solution of 2-chloro-6,7-dimethoxy-quinazoline (0.07 g, 0.31 mmol) in n-pentanol (5 mL) at 25° C. The mixture was stirred at 120° C. for 12 h. The reaction mixture was then cooled to room temperature and concentrated to a brown solid residue. Purification of the residue by flash column chromatography (gradient elution 30 to 40% EtOAc/hexanes) provided the title compound (0.03 g, 18%): TLC (Rf =0.50; 50%... RXN SMILES: [C:1]([O:5][C:6](=[O:20])[C:7]1[CH:12]=[CH:11][C:10]([NH:13][CH:14]2[CH2:19][CH2:18][NH:17][CH2:16][CH2:15]2)=[CH:9][CH:8]=1)([CH3:4])([CH3:3])[CH3:2].Cl[C:22]1[N:31]=[CH:30][C:29]2[C:24](=[CH:25][C:26]([O:34][CH3:35])=[C:27]([O:32][CH3:33])[CH:28]=2)[N:23]=1>C(O)CCCC>[C:1]([O:5][C:6](=[O:20])[C:7]1[CH:12]=[CH:11][C:10]([NH:13][CH:14]2[CH2:19][CH2:18][N:17]([C:22]3[N:31]=[CH:30][C:29]4[C:24](=[CH:25][C:26]([O:34][CH3:35])=[C:27]([O:32][CH3:33])[CH:28]=4)[N:23]=3)[CH2:16][CH2:15]2)=[CH:9][CH:8]=1)([CH3:4])([CH3:2])[CH3:3]. Product: C(C)(C)(C)OC(C1=CC=C(C=C1)NC1CCN(CC1)C1=NC2=CC(=C(C=C2C=N1)OC)OC)=O (4-[1-(6,7-Dimethoxyquinazolin-2-yl)piperidin-4-ylamino]benzoic acid tert-butyl ester). Run at temperature 120 celsius, time 12 hour.